Dataset: the Open Reaction Database (ORD), a public repository of structured organic reaction records. Task: describe an organic reaction: reactants, conditions, products, and yield Reactants: NN1C=NC(=C2N3C(N=C12)N(C(N3CC3CC3)=O)CCN3N=CC(=C3)C(=O)O)C=3OC=CC3 (1-[2-[5-amino-1-(cyclopropylmethyl)-8-(2-furyl)-2-oxo-[1,2,4]triazolo[5,1-f]purin-3-yl]ethyl]pyrazole-4-carboxylic acid), S(=O)(Cl)Cl (thionyl chloride), C1(CC1)N (cyclopropyl amine). Run at temperature 75 celsius, time 2 hour. The product is NN1C=NC(=C2N3C(N=C12)N(C(N3CC3CC3)=O)CCN3N=CC(=C3)C(=O)NC3CC3)C=3OC=CC3 (1-[2-[5-amino-1-(cyclopropylmethyl)-8-(2-furyl)-2-oxo-[1,2,4]triazolo[5,1-f]purin-3-yl]ethyl]-N-cyclopropyl-pyrazole-4-carboxamide). Isolated yield 9.2%. Reaction SMILES: [NH2:1][N:2]1[C:10]2[C:6]([N:7]3[N:13]([CH2:14][CH:15]4[CH2:17][CH2:16]4)[C:12](=[O:18])[N:11]([CH2:19][CH2:20][N:21]4[CH:25]=[C:24]([C:26](O)=[O:27])[CH:23]=[N:22]4)[CH:8]3[N:9]=2)=[C:5]([C:29]2[O:30][CH:31]=[CH:32][CH:33]=2)[N:4]=[CH:3]1.S(Cl)(Cl)=O.[CH:38]1([NH2:41])[CH2:40][CH2:39]1>>[NH2:1][N:2]1[C:10]2[C:6]([N:7]3[N:13]([CH2:14][CH:15]4[CH2:17][CH2:16]4)[C:12](=[O:18])[N:11]([CH2:19][CH2:20][N:21]4[CH:25]=[C:24]([C:26]([NH:41][CH:38]5[CH2:40][CH2:39]5)=[O:27])[CH:23]=[N:22]4)[CH:8]3[N:9]=2)=[C:5]([C:29]2[O:30][CH:31]=[CH:32][CH:33]=2)[N:4]=[CH:3]1. Reported procedure: A mixture of 1-[2-[5-amino-1-(cyclopropylmethyl)-8-(2-furyl)-2-oxo-[1,2,4]triazolo[5,1-f]purin-3-yl]ethyl]pyrazole-4-carboxylic acid (0.050 g, 0.111 mmol) was taken in thionyl chloride (0.04 ml, 0.557 mmol) and stirred at 75° C. for 2 hours. The reaction mixture was concentrated and residue was dissolved in DCM (2 ml). To the above solution cyclopropyl amine (0.015 ml, 0.222 mmol) was added at 0° C. and stirred at same temperature for 2 hours and filtered to obtain 1-[2-[5-amino-1-(cyclopropylme... Reactants: C(C1=CC=CC=C1)OC(=O)N1CCC(CC1)COC1=CC=C(C=C1)NS(=O)(=O)C (N-[4-([1-(Benzyloxycarbonyl)piperidin-4-yl]methoxy)phenyl]methanesulphonamide). The solvent is C(C)O (ethanol). Yields the product N1CCC(CC1)COC1=CC=C(C=C1)NS(=O)(=O)C (N-[4-([Piperidin-4-yl]methoxy)phenyl]methanesulphonamide). RXN SMILES: C(OC([N:11]1[CH2:16][CH2:15][CH:14]([CH2:17][O:18][C:19]2[CH:24]=[CH:23][C:22]([NH:25][S:26]([CH3:29])(=[O:28])=[O:27])=[CH:21][CH:20]=2)[CH2:13][CH2:12]1)=O)C1C=CC=CC=1>C(O)C>[NH:11]1[CH2:16][CH2:15][CH:14]([CH2:17][O:18][C:19]2[CH:24]=[CH:23][C:22]([NH:25][S:26]([CH3:29])(=[O:28])=[O:27])=[CH:21][CH:20]=2)[CH2:13][CH2:12]1. Reported procedure: A solution of the product of part (iv) (0.15 g) in ethanol was hydrogenated at 50° and 3.5 bar in the presence of 5% palladium on carbon until the required amount of hydrogen had been absorbed. The catalyst was filtered off and washed several times with hot ethanol. The combined filtrate and washings were evaporated to give the product, (0.10 g), m.p. 180°-183°, which was used without further purification. Starting materials: C1CCOC1, CCOC(C)=O, CC(=O)c1ccccc1, Cl. The product is CCOC(=O)CC(C)(O)c1ccccc1. Reaction SMILES: [CH2:17]1[O:18][CH2:19][CH2:20][CH2:21]1.[CH3:11][CH2:12][O:13][C:14]([CH3:15])=[O:16].[CH3:1][C:2](=[O:3])[c:4]1[cH:5][cH:6][cH:7][cH:8][cH:9]1.[ClH:10]>>[CH3:1][C:2]([OH:3])([c:4]1[cH:5][cH:6][cH:7][cH:8][cH:9]1)[CH2:15][C:14]([O:13][CH2:12][CH3:11])=[O:16]. Starting materials: [OH-].[Na+] (NaOH), CN(S(=O)(=O)C(C(C(C(F)(F)F)(F)F)(F)F)(F)F)C(C1=CC=C(C=C1)C1=CC=C(C=C1)CCl)(F)F (4-(N-methylperfluorobutanesulfonamidomethyl)-4′-chloromethylbiphenyl), NC(=S)N (thiourea), initial solution, Cl (HCl). The solvent is O (water), C(Cl)Cl (methylene chloride), C(C)C(=O)C (methyl ethyl ketone). Product: CN(S(=O)(=O)C(C(C(C(F)(F)F)(F)F)(F)F)(F)F)C(C1=CC=C(C=C1)C1=CC=C(C=C1)CS)(F)F (4-(N-methylperfluorobutanesulfonamidomethyl)-4′-mercaptomethylbiphenyl). RXN SMILES: [CH3:1][N:2]([C:19]([F:35])([F:34])[C:20]1[CH:25]=[CH:24][C:23]([C:26]2[CH:31]=[CH:30][C:29]([CH2:32]Cl)=[CH:28][CH:27]=2)=[CH:22][CH:21]=1)[S:3]([C:6]([F:18])([F:17])[C:7]([F:16])([F:15])[C:8]([F:14])([F:13])[C:9]([F:12])([F:11])[F:10])(=[O:5])=[O:4].NC(N)=[S:38].[OH-].[Na+].Cl>C(C(C)=O)C.C(Cl)Cl.O>[CH3:1][N:2]([C:19]([F:35])([F:34])[C:20]1[CH:25]=[CH:24][C:23]([C:26]2[CH:31]=[CH:30][C:29]([CH2:32][SH:38])=[CH:28][CH:27]=2)=[CH:22][CH:21]=1)[S:3]([C:6]([F:18])([F:17])[C:7]([F:16])([F:15])[C:8]([F:14])([F:13])[C:9]([F:12])([F:11])[F:10])(=[O:5])=[O:4] |f:2.3|. Procedure: A mixture of 10.5 g (0.02 mol) of 4-(N-methylperfluorobutanesulfonamidomethyl)-4′-chloromethylbiphenyl, and 1.90 g (0.024 mol) thiourea in 100 mL methyl ethyl ketone was stirred and heated at reflux. The initial solution became cloudy and by 1 hr a white precipitate formed. The mixture was heated for 17 hr, cooled, and filtered. The product (8.2 g) was heated in 150 mL boiling ethanol under N2 and treated with 8 g (0.1 mol) 50% NaOH and heated for 20 hr. The resulting hazy solution was cooled, t... Starting materials: BrC1=C(C(=O)O)C=CC=C1 (o-bromobenzoic acid), C(=O)([O-])[O-].[K+].[K+] (K2CO3). The solvent is CO (MeOH). The product is [K+].BrC1=C(C(=O)[O-])C=CC=C1 (o-Bromobenzoic Acid Potassium Salt). Isolated yield 100.0%. RXN SMILES: [Br:1][C:2]1[CH:10]=[CH:9][CH:8]=[CH:7][C:3]=1[C:4]([OH:6])=[O:5].C([O-])([O-])=O.[K+:15].[K+]>CO>[K+:15].[Br:1][C:2]1[CH:10]=[CH:9][CH:8]=[CH:7][C:3]=1[C:4]([O-:6])=[O:5] |f:1.2.3,5.6|. Procedure: To a solution of o-bromobenzoic acid (201.03 g, 1.0 mol) in MeOH (500 mL), K2CO3 (69 g, 1.0 mol) was added. The mixture was concentrated to give the desired product (239.1 g, 1.0 mol, 100%). The solvent is COCCOC (DME), ClCCl (dichloromethane). Reaction SMILES: [C:1]([N:4]1[C:22](=[O:23])[NH:21][C:20](=[O:24])[C@@:5]21[O:9][C@@H:8]([CH2:10]I)[C@H:7]([O:12][C:13](=[O:15])[CH3:14])[C@H:6]2[O:16][C:17](=[O:19])[CH3:18])(=[O:3])[CH3:2].[C:25]([O-:28])(=[S:27])[CH3:26].C[N+](C)(C)C>COCCOC.ClCCl>[C:1]([N:4]1[C:22](=[O:23])[NH:21][C:20](=[O:24])[C@@:5]21[O:9][C@@H:8]([CH2:10][S:27][C:25](=[O:28])[CH3:26])[C@H:7]([O:12][C:13](=[O:15])[CH3:14])[C@H:6]2[O:16][C:17](=[O:19])[CH3:18])(=[O:3])[CH3:2] |f:1.2|. The yield is 94.4%. The product is C(C)(=O)N1[C@]2([C@@H]([C@H]([C@@H](O2)CSC(C)=O)OC(C)=O)OC(C)=O)C(NC1=O)=O ((2R, 3R, 4R, 5S)-6-acetyl-2-acetylthiomethyl-3, 4-diacetoxy-1-oxa-6, 8-diazaspiro (4,4) nonane-7, 9-dione). Starting materials: C(C)(=O)N1[C@]2([C@@H]([C@H]([C@@H](O2)CI)OC(C)=O)OC(C)=O)C(NC1=O)=O ((2R, 3R, 4R, 5S)-6-acetyl-2-iodomethyl-3, 4-diacetoxy-1-oxa-6,8-diazaspiro (4,4) nonane-7, 9-dione), C(C)(=S)[O-].C[N+](C)(C)C (tetramethylammonium thioacetate). Conditions: temperature 45 celsius. Procedure details: To a solution of (2R, 3R, 4R, 5S)-6-acetyl-2-iodomethyl-3, 4-diacetoxy-1-oxa-6,8-diazaspiro (4,4) nonane-7, 9-dione (598 mg, 1.32 mm) in anhydrous DME (10 ml) is added, under N2, tetramethylammonium thioacetate (353 mg, 2.37 mm) in one portion. The resulting mixture is heated at 45° C. for 4 hours, then diluted with dichloromethane and washed with brine, dried, and evaporated for dryness. The crude product is purified by thin-layer chromatography to give (2R, 3R, 4R, 5S)-6-acetyl-2-acetylthiomet...